Task: describe an organic reaction: reactants, conditions, products, and yield. Dataset: the Open Reaction Database (ORD), a public repository of structured organic reaction records The reactants are C1=CC=CC=2C3=CC=CC=C3C(C12)COC(=O)N[C@@H](CC1=CC=C(C=C1)OCCCC(P(=O)(CC)CC)P(=O)(CC)CC)C(=O)O (N-(9-fluorenylmethoxycarbonyl)-O-(4,4-bis(diethylphosphoryl)butyl)-L-tyrosine), Cl (HCl). Solvent: N1CCCCC1.CN(C)C=O (piperidine DMF), O (water). The product is C(C)P(=O)(CC)C(CCCOC1=CC=C(C[C@H](N)C(=O)O)C=C1)P(=O)(CC)CC (O-(4,4-bis(diethylphosphoryl)butyl)-L-tyrosine). The yield is 97.8%. As a reaction SMILES: C1C2C(COC([NH:18][C@H:19]([C:44]([OH:46])=[O:45])[CH2:20][C:21]3[CH:26]=[CH:25][C:24]([O:27][CH2:28][CH2:29][CH2:30][CH:31]([P:38]([CH2:42][CH3:43])([CH2:40][CH3:41])=[O:39])[P:32]([CH2:36][CH3:37])([CH2:34][CH3:35])=[O:33])=[CH:23][CH:22]=3)=O)C3C(=CC=CC=3)C=2C=CC=1.Cl>N1CCCCC1.CN(C=O)C.O>[CH2:36]([P:32]([CH:31]([P:38]([CH2:40][CH3:41])([CH2:42][CH3:43])=[O:39])[CH2:30][CH2:29][CH2:28][O:27][C:24]1[CH:23]=[CH:22][C:21]([CH2:20][C@@H:19]([C:44]([OH:46])=[O:45])[NH2:18])=[CH:26][CH:25]=1)([CH2:34][CH3:35])=[O:33])[CH3:37] |f:2.3|. Reported procedure: A solution of 84 (490 mg, 0.622 mmol) in piperidine/DMF (1:1, 4 mL) was stirred at room temperature for 45 min. After diluting with water and adjusting the pH to ˜3 by the addition of 1N HCl the aqueous layer was washed with diethyl ether (2×) then the pH was readjusted to ˜10 by the addition of 1N NaOH. The product was extracted with ethyl acetate (3×) washed with saturated aqueous NaCl and dried over Na2SO4. The crude material was purified by silica gel chromatography (0 to 10% methanol in CH2... The reactants are C1(=CC=CC=C1)CC(=O)NC1[C@@H]2N(C(=C(CS2)C)C(=O)OC(C2=CC=CC=C2)C2=CC=CC=C2)C1=O (diphenylmethyl 7α-phenyl-acetamido-3-methyl-3-cephem-4-carboxylate), ClN1C(CCC1=O)=O (N-chlorosuccinimide). The solvent is CO (methanol), C(Cl)Cl (methylene chloride). Reaction conditions: time 90 minute. The product is C1(=CC=CC=C1)CC(=O)N[C@@H]1[C@@H]2N(C(=C([C@H](S2)OC)C)C(=O)OC(C2=CC=CC=C2)C2=CC=CC=C2)C1=O (diphenylmethyl 7α-phenylacetamido-2α-methoxy-3-methyl-3-cephem-4-carboxylate). Isolated yield 21.0%. As a reaction SMILES: [C:1]1([CH2:7][C:8]([NH:10][CH:11]2[C:35](=[O:36])[N:13]3[C:14]([C:19]([O:21][CH:22]([C:29]4[CH:34]=[CH:33][CH:32]=[CH:31][CH:30]=4)[C:23]4[CH:28]=[CH:27][CH:26]=[CH:25][CH:24]=4)=[O:20])=[C:15]([CH3:18])[CH2:16][S:17][C@H:12]23)=[O:9])[CH:6]=[CH:5][CH:4]=[CH:3][CH:2]=1.ClN1[C:42](=[O:43])CCC1=O>CO.C(Cl)Cl>[C:1]1([CH2:7][C:8]([NH:10][C@H:11]2[C:35](=[O:36])[N:13]3[C:14]([C:19]([O:21][CH:22]([C:23]4[CH:24]=[CH:25][CH:26]=[CH:27][CH:28]=4)[C:29]4[CH:30]=[CH:31][CH:32]=[CH:33][CH:34]=4)=[O:20])=[C:15]([CH3:18])[C@@H:16]([O:43][CH3:42])[S:17][C@H:12]23)=[O:9])[CH:6]=[CH:5][CH:4]=[CH:3][CH:2]=1. Reported procedure: To a solution of diphenylmethyl 7α-phenyl-acetamido-3-methyl-3-cephem-4-carboxylate (2.88 g, 5.8 mmole) in 40 ml of methanol and 60 ml of methylene chloride, was added N-chlorosuccinimide (882 mg, 6.6 mmol) and the mixture was stirred for 90 minutes at room temperature. The reaction solution was then washed with brine (2X) and dried over magnesium sulfate, filtered and the solvent was evaporated under reduced pressure. The resultant yellow foam (2.84 g) was chromatographed over 100 grams of sili...